Task: describe an organic reaction: reactants, conditions, products, and yield. Dataset: the Open Reaction Database (ORD), a public repository of structured organic reaction records Reactants: N[C@H]1C[C@@H](N(CC1)C(=O)OC(C)(C)C)CC1=CC=CC=C1 ((±)-1,1-dimethylethyl trans-4-amino-2-(phenylmethyl)-1-piperidinecarboxylate), C(C)OCCN1C(=NC2=C1C=CC=C2)Cl (1-(2-ethoxyethyl)-2-chloro-1H-benzimidazole). The reagents and catalysts are [Cu] (copper). The solvent is C(Cl)Cl (CH2Cl2). Product: C(C)OCCN1C(=NC2=C1C=CC=C2)N[C@H]2C[C@@H](N(CC2)C(=O)OC(C)(C)C)CC2=CC=CC=C2 ((±)-1,1-dimethylethyl trans-4-[[1-(2-ethoxyethyl)-1H-benzimidazol-2-yl]amino]-2-(phenylmethyl)-1-piperidine-carboxylate). Isolated yield 72.8%. RXN SMILES: [NH2:1][C@@H:2]1[CH2:7][CH2:6][N:5]([C:8]([O:10][C:11]([CH3:14])([CH3:13])[CH3:12])=[O:9])[C@@H:4]([CH2:15][C:16]2[CH:21]=[CH:20][CH:19]=[CH:18][CH:17]=2)[CH2:3]1.[CH2:22]([O:24][CH2:25][CH2:26][N:27]1[C:31]2[CH:32]=[CH:33][CH:34]=[CH:35][C:30]=2[N:29]=[C:28]1Cl)[CH3:23]>C(Cl)Cl.[Cu]>[CH2:22]([O:24][CH2:25][CH2:26][N:27]1[C:31]2[CH:32]=[CH:33][CH:34]=[CH:35][C:30]=2[N:29]=[C:28]1[NH:1][C@@H:2]1[CH2:7][CH2:6][N:5]([C:8]([O:10][C:11]([CH3:14])([CH3:13])[CH3:12])=[O:9])[C@@H:4]([CH2:15][C:16]2[CH:17]=[CH:18][CH:19]=[CH:20][CH:21]=2)[CH2:3]1)[CH3:23]. Reported procedure: (±)-1,1-dimethylethyl trans-4-amino-2-(phenylmethyl)-1-piperidinecarboxylate (5 g), 1-(2-ethoxyethyl)-2-chloro-1H-benzimidazole (4.5 g) and copper (1.28 g) were stirred at 150° C. for 4 hours. The mixture was taken up in CH2Cl2 and filtered. The filtrate was washed with water/NH3. The organic layer was dried, filtered and the solvent evaporated. The residue was purified by column chromatography over silica gel (eluent: CH2Cl2 /(CH3OH/NH3) 98/2). The pure fractions were collected and the solvent ... Reactants: solution, C[Si](C)(C)[N-][Si](C)(C)C.[K+] (potassium bis(trimethylsilyl)amide), C1(=CC=CC=C1)C (toluene), C(C1=CC=CC=C1)OCCOS(=O)(=O)C(F)(F)F (2-benzyloxyethyltriflate), CC1(OCC(CO1)(C)CO)C (2,2-dimethyl-5-hydroxymethyl-5-methyl-1,3-dioxane). The solvent is O1CCCC1 (tetrahydrofuran), ClCCl (Dichloromethane). Run at temperature -20 celsius, time 1 hour. Product: CC1(OCC(CO1)(C)COCCOCC1=CC=CC=C1)C (2,2-dimethyl-5-benzyloxyethoxymethyl-5-methyl-1,3-dioxane). Isolated yield 100.0%. As a reaction SMILES: [CH3:1][C:2]1([CH3:11])[O:7][CH2:6][C:5]([CH2:9][OH:10])([CH3:8])[CH2:4][O:3]1.C[Si]([N-][Si](C)(C)C)(C)C.[K+].C1(C)C=CC=CC=1.[CH2:29]([O:36][CH2:37][CH2:38]OS(C(F)(F)F)(=O)=O)[C:30]1[CH:35]=[CH:34][CH:33]=[CH:32][CH:31]=1>O1CCCC1.ClCCl>[CH3:1][C:2]1([CH3:11])[O:3][CH2:4][C:5]([CH2:9][O:10][CH2:38][CH2:37][O:36][CH2:29][C:30]2[CH:35]=[CH:34][CH:33]=[CH:32][CH:31]=2)([CH3:8])[CH2:6][O:7]1 |f:1.2|. Procedure: A solution of 2,2-dimethyl-5-hydroxymethyl-5-methyl-1,3-dioxane (13.4 g, 0.084 mol) in 630 mL of anhydrous tetrahydrofuran was cooled to -20° C. under argon atmosphere. Then a 0.5M solution of potassium bis(trimethylsilyl)amide in toluene (168 mL, 0.084 mol) was added and the mixture was stirred at -20° C. for 1 hr. The 2-benzyloxyethyltriflate (23.8 g, 0.084 mol) was added neat, keeping the temperature between -20° and -15° C. The resulting solution was stirred at this temperature for 1 hr, the... The reactants are 5,000, Mn polydimethylsiloxane diamine, PDMS, NCCC(CC)N (1,3-diaminopentane), O=C=NC1CC(CN=C=O)(CC(C1)(C)C)C (isophorone diisocyanate), polyvinyl butyral, carbamate-co-vinyl acetate, C(N)(OCCCCCCCCCCCCCCCCCC)=O (octadecyl carbamate), CC(C)O (2-propanol). Run in CCCCCCC (heptane), C=1(C(=CC=CC1)C)C (xylene). Yields the product NCCC(CC)N (1,3-diaminopentane), NC(=O)N (urea). RXN SMILES: [C:1](=[O:22])(OCCCCCCCCCCCCCCCCCC)[NH2:2].CC(O)C.[NH2:27][CH2:28][CH2:29][CH:30]([NH2:33])[CH2:31][CH3:32].O=C=[N:36]C1CC(C)(C)CC(C)(CN=C=O)C1>CCCCCCC.C1(C)C(C)=CC=CC=1>[NH2:27][CH2:28][CH2:29][CH:30]([NH2:33])[CH2:31][CH3:32].[NH2:36][C:1]([NH2:2])=[O:22]. Procedure: To a solution of 4.4 grams of polyoctadecyl carbamate-co-vinyl acetate having 50 mole % octadecyl carbamate (prepared in xylene at 40 percent solids as described above) and 1.58 grams of polyvinyl butyral (available under the trade designation "BUTVAR" B72 from Monsanto Company, St. Louis, Mo.) in a solvent mixture of 178.6 grams of 2-propanol, 20.6 grams of xylene and 59.9 grams of heptane was added 0.40 grams of 5,000 Mn polydimethylsiloxane diamine (PDMS, prepared following U.S. Pat. No. 5,51... Reactants: CC(C)(C)NS(=O)(=O)c1ccc(-c2cc(-c3nc(-c4ccc(C(F)(F)F)nc4)cc(C(F)F)n3)ccn2)s1, ClCCl, O=C(O)C(F)(F)F. The product is NS(=O)(=O)c1ccc(-c2cc(-c3nc(-c4ccc(C(F)(F)F)nc4)cc(C(F)F)n3)ccn2)s1. RXN SMILES: [C:1]([CH3:2])([CH3:3])([CH3:4])[NH:5][S:6](=[O:7])(=[O:8])[c:9]1[s:10][c:11](-[c:14]2[n:15][cH:16][cH:17][c:18](-[c:20]3[n:21][c:22](-[c:29]4[cH:30][n:31][c:32]([C:35]([F:36])([F:37])[F:38])[cH:33][cH:34]4)[cH:23][c:24]([CH:26]([F:27])[F:28])[n:25]3)[cH:19]2)[cH:12][cH:13]1.[Cl:46][CH2:47][Cl:48].[F:39][C:40]([F:41])([F:42])[C:43]([OH:44])=[O:45]>>[NH2:5][S:6](=[O:7])(=[O:8])[c:9]1[s:10][c:11](-[c:14]2[n:15][cH:16][cH:17][c:18](-[c:20]3[n:21][c:22](-[c:29]4[cH:30][n:31][c:32]([C:35]([F:36])([F:37])[F:38])[cH:33][cH:34]4)[cH:23][c:24]([CH:26]([F:27])[F:28])[n:25]3)[cH:19]2)[cH:12][cH:13]1.